From a dataset of the Open Reaction Database (ORD), a public repository of structured organic reaction records. describe an organic reaction: reactants, conditions, products, and yield The reactants are C=CC(=O)OC(C)(C)C, CC#N, CCc1nc(C(=O)N2CCOC3(CCN(Cc4cccc(CCO)c4Cl)CC3)C2)cs1, O. The product is CCc1nc(C(=O)N2CCOC3(CCN(Cc4cccc(CCOCCC(=O)OC(C)(C)C)c4Cl)CC3)C2)cs1. RXN SMILES: [C:32]([CH:33]=[CH2:34])(=[O:35])[O:36][C:37]([CH3:38])([CH3:39])[CH3:40].[CH3:42][C:43]#[N:44].[Cl:1][c:2]1[c:3]([CH2:4][N:5]2[CH2:6][CH2:7][C:8]3([CH2:9][N:10]([C:14](=[O:15])[c:16]4[n:17][c:18]([CH2:21][CH3:22])[s:19][cH:20]4)[CH2:11][CH2:12][O:13]3)[CH2:23][CH2:24]2)[cH:25][cH:26][cH:27][c:28]1[CH2:29][CH2:30][OH:31].[OH2:41]>>[Cl:1][c:2]1[c:3]([CH2:4][N:5]2[CH2:6][CH2:7][C:8]3([CH2:9][N:10]([C:14](=[O:15])[c:16]4[n:17][c:18]([CH2:21][CH3:22])[s:19][cH:20]4)[CH2:11][CH2:12][O:13]3)[CH2:23][CH2:24]2)[cH:25][cH:26][cH:27][c:28]1[CH2:29][CH2:30][O:31][CH2:34][CH2:33][C:32](=[O:35])[O:36][C:37]([CH3:38])([CH3:39])[CH3:40].